Task: describe an organic reaction: reactants, conditions, products, and yield. Dataset: the Open Reaction Database (ORD), a public repository of structured organic reaction records The reactants are FC(C(=O)O)(F)F (Trifluoroacetic acid), NC1=NC=C(C=N1)C1=C(C=C(C=C1)C=1C(=CC=CC1)S(=O)(=O)NC(C)(C)C)F (4′-(2-aminopyrimidin-5-yl)-N-(tert-butyl)-3′-fluoro-[1,1′-biphenyl]-2-sulfonamide). Conditions: time 4 hour. Product: FC(C(=O)O)(F)F.NC1=NC=C(C=N1)C1=C(C=C(C=C1)C=1C(=CC=CC1)S(=O)(=O)N)F (4′-(2-Aminopyrimidin-5-yl)-3′-fluorobiphenyl-2-sulfonamide trifluoroacetic acid salt). Isolated yield 59.0%. RXN SMILES: [F:1][C:2]([F:7])([F:6])[C:3]([OH:5])=[O:4].[NH2:8][C:9]1[N:14]=[CH:13][C:12]([C:15]2[CH:20]=[CH:19][C:18]([C:21]3[C:22]([S:27]([NH:30]C(C)(C)C)(=[O:29])=[O:28])=[CH:23][CH:24]=[CH:25][CH:26]=3)=[CH:17][C:16]=2[F:35])=[CH:11][N:10]=1>>[F:1][C:2]([F:7])([F:6])[C:3]([OH:5])=[O:4].[NH2:8][C:9]1[N:10]=[CH:11][C:12]([C:15]2[CH:20]=[CH:19][C:18]([C:21]3[C:22]([S:27]([NH2:30])(=[O:29])=[O:28])=[CH:23][CH:24]=[CH:25][CH:26]=3)=[CH:17][C:16]=2[F:35])=[CH:13][N:14]=1 |f:2.3|. Procedure: Trifluoroacetic acid (1 mL) was added to neat 4′-(2-aminopyrimidin-5-yl)-N-(tert-butyl)-3′-fluoro-[1,1′-biphenyl]-2-sulfonamide (52 mg, 0.13 mmol). After 4 hours, the resulting solution was concentrated to dryness and purified by HPLC to provide the title compound (33 mg, 59%) as a clear glassy solid. MS (ESI): mass calcd. for C16H13FN4O2S, 344.07; m/z found, 345.0 [M+H]+. 1H NMR (500 MHz, DMSO-d6) δ 8.54 (d, J=1.3, 2H), 8.05 (dd, J=7.8, 1.4, 1H), 7.70-7.56 (m, 3H), 7.40-7.28 (m, 5H), 7.03 (s, 2... The product is C(C)(C)(C)C1CCC(CC1)OC=1C=C2C=CC(=CC2=CC1)CN1CCC(CC1)(C(=O)O)CCC (1-[6-(4-tert-Butyl-cyclohexyloxy)-naphthalen-2-ylmethyl]-4-propyl-piperidine-4-carboxylic acid). The reactants are C(C)(C)(C)C1CCC(CC1)OC=1C=C2C=CC(=CC2=CC1)CN1CCC(CC1)(C(=O)O)CC (1-[6-(4-tert-Butyl-cyclohexyloxy)-naphthalen-2-ylmethyl]-4-ethyl-piperidine-4-carboxylic acid), C(C)(=O)O (Acetic acid), CO (Methanol), C(CC)C1(CCNCC1)C(=O)O (4-Propyl-piperidine-4-carboxylic acid), C(C)(C)(C)C1CCC(CC1)OC=1C=C2C=CC(=CC2=CC1)C=O (6-(4-tert-Butyl-cyclohexyloxy)-naphthalene-2-carbaldehyde), C(#N)[BH3-].[Na+] (Sodium cyanoborohydride). Yield: 4.0%. Procedure details: Compound was prepared in a manner similar to that of 1-[6-(4-tert-Butyl-cyclohexyloxy)-naphthalen-2-ylmethyl]-4-ethyl-piperidine-4-carboxylic acid using 4-Propyl-piperidine-4-carboxylic acid (0.185 g, 1.08 mmol), 6-(4-tert-Butyl-cyclohexyloxy)-naphthalene-2-carbaldehyde (0.3 g, 0.9 mmol) and Acetic acid (0.18 mL, 3.1 mmol) in Methanol (1.8 mL, 44 mmol) and Sodium cyanoborohydride (84.101 mg, 1.3383 mmol) to give 16 mg 1-[6-(4-tert-Butyl-cyclohexyloxy)-naphthalen-2-ylmethyl]-4-propyl-piperidine-4... RXN SMILES: [C:1]([CH:5]1[CH2:10][CH2:9][CH:8]([O:11][C:12]2[CH:13]=[C:14]3[C:19](=[CH:20][CH:21]=2)[CH:18]=[C:17]([CH2:22][N:23]2[CH2:28][CH2:27][C:26]([CH2:32][CH3:33])([C:29]([OH:31])=[O:30])[CH2:25][CH2:24]2)[CH:16]=[CH:15]3)[CH2:7][CH2:6]1)([CH3:4])([CH3:3])[CH3:2].[CH2:34](C1(C(O)=O)CCNCC1)CC.C(C1CCC(OC2C=C3C(=CC=2)C=C(C=O)C=C3)CC1)(C)(C)C.C(O)(=O)C.CO.C([BH3-])#N.[Na+]>>[C:1]([CH:5]1[CH2:6][CH2:7][CH:8]([O:11][C:12]2[CH:13]=[C:14]3[C:19](=[CH:20][CH:21]=2)[CH:18]=[C:17]([CH2:22][N:23]2[CH2:24][CH2:25][C:26]([CH2:32][CH2:33][CH3:34])([C:29]([OH:31])=[O:30])[CH2:27][CH2:28]2)[CH:16]=[CH:15]3)[CH2:9][CH2:10]1)([CH3:4])([CH3:3])[CH3:2] |f:5.6|. The reactants are ClC(C(=O)OCC)C(C1=CC=CC=C1)=O (ethyl 2-chloro-3-oxo-3-phenylpropionate), C(C)(=O)O (acetic acid). Reagents/catalysts: [BH4-].[Zn+2].[BH4-] (zinc borohydride). Run in ClCCl (dichloromethane), O (water), CCOCC (ether). Run at time 30 minute. The product is ClC(C(=O)OCC)C(C1=CC=CC=C1)O (Ethyl 2-chloro-3-hydroxy-3-phenylpropionate). RXN SMILES: [Cl:1][CH:2]([C:8](=[O:15])[C:9]1[CH:14]=[CH:13][CH:12]=[CH:11][CH:10]=1)[C:3]([O:5][CH2:6][CH3:7])=[O:4].C(O)(=O)C>ClCCl.CCOCC.O.[BH4-].[Zn+2].[BH4-]>[Cl:1][CH:2]([CH:8]([OH:15])[C:9]1[CH:10]=[CH:11][CH:12]=[CH:13][CH:14]=1)[C:3]([O:5][CH2:6][CH3:7])=[O:4] |f:5.6.7|. Reported procedure: A mixture of ethyl 2-chloro-3-oxo-3-phenylpropionate (CI, EXAMPLE 1, 6.8 g, 30 mmol) in dichloromethane (68 ml) is cooled to −50 and a solution of zinc borohydride (0.4 M, 38 ml, 15 mmol) in ether is added dropwise over 30 mins. After the addition, the reaction mixture is stirred at 0° for 30 mins and then poured into a cold solution (0°) of acetic acid (5 ml) in water (15 ml). The resulting mixture is extracted with dichloromethane (30 ml×2). The combined organic extracts are washed with water ...